This data is from the Open Reaction Database (ORD), a public repository of structured organic reaction records. The task is: describe an organic reaction: reactants, conditions, products, and yield Reactants: CC#CCOc1cc(C(=O)c2ccccc2)ncn1, CCON, Cl, Cl, c1ccncc1. Product: CC#CCOc1cc(C(=NOCC)c2ccccc2)ncn1. RXN SMILES: [CH2:1]([C:2]#[C:3][CH3:4])[O:5][c:6]1[cH:7][c:8]([C:12]([c:13]2[cH:14][cH:15][cH:16][cH:17][cH:18]2)=[O:19])[n:9][cH:10][n:11]1.[CH2:21]([CH3:22])[O:23][NH2:24].[ClH:20].[ClH:25].[cH:26]1[cH:27][cH:28][n:29][cH:30][cH:31]1>>[CH2:1]([C:2]#[C:3][CH3:4])[O:5][c:6]1[cH:7][c:8]([C:12]([c:13]2[cH:14][cH:15][cH:16][cH:17][cH:18]2)=[N:24][O:23][CH2:21][CH3:22])[n:9][cH:10][n:11]1. The reactants are [Li+].C[Si](C)(C)[N-][Si](C)(C)C (LHMDS), C(C)(C)(C)N1CCC(CC1)C(=O)OC (methyl 1-tert-butylpiperidine-4-carboxylate), ClC1=CC(=C2C=CC(N(C2=N1)C1=C(C=CC=C1Cl)Cl)=O)C1=C(C=C(C=C1)F)Cl (7-Chloro-5-(2-chloro-4-fluorophenyl)-1-(2,6-dichlorophenyl)-1,8-naphthyridin-2(1H)-one). The solvent is C1CCOC1 (THF). Run at temperature 0 celsius, time 10 minute. Yields the product C(C)(C)(C)N1CCC(CC1)N (1-tert-butylpiperidin-4-amine). RXN SMILES: [Li+].C[Si]([N-][Si](C)(C)C)(C)C.[C:11]([N:15]1[CH2:20][CH2:19][CH:18](C(OC)=O)[CH2:17][CH2:16]1)([CH3:14])([CH3:13])[CH3:12].ClC1N=C2C(C=CC(=O)[N:33]2C2C(Cl)=CC=CC=2Cl)=C(C2C=CC(F)=CC=2Cl)C=1>C1COCC1>[C:11]([N:15]1[CH2:20][CH2:19][CH:18]([NH2:33])[CH2:17][CH2:16]1)([CH3:14])([CH3:13])[CH3:12] |f:0.1|. Reported procedure: A solution of LHMDS (1.0M in THF, 0.2 mL) was added to methyl 1-tert-butylpiperidine-4-carboxylate (31 mg, 0.16 mmol) in 2 mL THF at −78° C. After 20 minutes the solution was warmed to 0° C. and stirred for an additional 10 minutes. 7-Chloro-5-(2-chloro-4-fluorophenyl)-1-(2,6-dichlorophenyl)-1,8-naphthyridin-2(1H)-one (COMPOUND BBB2) (28.5 mg, 0.063 mmol) was added and the reaction mixture stirred at 45° C. for 30 min. The solution was cooled to rt and quenched with saturated NH4Cl. The mixture ...